This data is from the Open Reaction Database (ORD), a public repository of structured organic reaction records. The task is: describe an organic reaction: reactants, conditions, products, and yield Starting materials: C/C/1=C/CCC(=C)[C@H]2CC([C@@H]2CC1)(C)C (caryophyllene), C(CC)=O (propanal), C(C)(C)(C)OOC(C)(C)C (di-tert.butyl peroxide). Yields the product C(CC)(=O)C1C2(CCC3C(CC3C2(CC1)C)(C)C)C (9-propionyl-1.4.4.8-tetramethyltricyclo[6.3.0.02.5 ]undecane). RXN SMILES: [CH3:1][C:2]1=[CH:3][CH2:4][CH2:5][C:6]([C@@H:8]2[C@@H:11]([CH2:12][CH2:13]1)[C:10]([CH3:15])([CH3:14])[CH2:9]2)=[CH2:7].[CH:16](=[O:19])[CH2:17][CH3:18].C(OOC(C)(C)C)(C)(C)C>>[C:16]([CH:3]1[CH2:4][CH2:5][C:6]2([CH3:7])[C:2]1([CH3:1])[CH2:13][CH2:12][CH:11]1[CH:8]2[CH2:9][C:10]1([CH3:15])[CH3:14])(=[O:19])[CH2:17][CH3:18]. Procedure: Above mentioned compound was prepared as described in example I from 80 g caryophyllene, 220 g propanal and 6 g di-tert.butyl peroxide in an ampoule of glass having a volume of 300 ml. Yield: 10 g reaction product; boiling point: 145°-150° C./0.3 kPa; nD23 =1.4930. Starting materials: C1CCOC1, CI, CC(C)CC(N)CO. Yields the product COCC(N)CC(C)C. Reaction SMILES: [CH2:11]1[O:12][CH2:13][CH2:14][CH2:15]1.[CH3:9][I:10].[NH2:1][CH:2]([CH2:3][OH:4])[CH2:5][CH:6]([CH3:7])[CH3:8]>>[NH2:1][CH:2]([CH2:3][O:4][CH3:9])[CH2:5][CH:6]([CH3:7])[CH3:8]. Starting materials: O=C(OCc1ccccc1)ON1C(=O)CCC1=O, Cl, CCOC(=O)CC(N)c1cccc([N+](=O)[O-])c1. RXN SMILES: [CH2:19]([c:20]1[cH:21][cH:22][cH:23][cH:24][cH:25]1)[O:26][C:27](=[O:28])[O:29][N:30]1[C:31](=[O:32])[CH2:33][CH2:34][C:35]1=[O:36].[ClH:1].[NH2:2][CH:3]([CH2:4][C:5](=[O:6])[O:7][CH2:8][CH3:9])[c:10]1[cH:11][c:12]([N+:16](=[O:17])[O-:18])[cH:13][cH:14][cH:15]1>>[NH:2]([CH:3]([CH2:4][C:5](=[O:6])[O:7][CH2:8][CH3:9])[c:10]1[cH:11][c:12]([N+:16](=[O:17])[O-:18])[cH:13][cH:14][cH:15]1)[C:27]([O:26][CH2:19][c:20]1[cH:21][cH:22][cH:23][cH:24][cH:25]1)=[O:28]. Yields the product CCOC(=O)CC(NC(=O)OCc1ccccc1)c1cccc([N+](=O)[O-])c1.